From a dataset of the Open Reaction Database (ORD), a public repository of structured organic reaction records. describe an organic reaction: reactants, conditions, products, and yield The reactants are NC1=NC(=CC(=N1)Cl)Cl (2-amino-4,6-dichloropyrimidine), O([Na])C (NaOCH3). Solvent: CO (CH3OH). Reaction conditions: time 8 hour. Product: NC1=NC(=CC(=N1)Cl)OC (2-Amino-4-chloro-6-methoxypyrimidine). The yield is 58.9%. As a reaction SMILES: [NH2:1][C:2]1[N:7]=[C:6]([Cl:8])[CH:5]=[C:4](Cl)[N:3]=1.[O:10]([CH3:12])[Na]>CO>[NH2:1][C:2]1[N:7]=[C:6]([Cl:8])[CH:5]=[C:4]([O:10][CH3:12])[N:3]=1. Reported procedure: 16.4 g 2-amino-4,6-dichloropyrimidine (purchased from Aldrich Chemical Co., Milwaukee, WI 53201) was added to 200 ml of CH3OH. The mixture was cooled to 10° with an ice bath and 5.4 g of NaOCH3 was added in portions while maintaining the temperature. The reaction mixture was allowed to warm to ambient temperature and then heated to reflux for two hours. The reaction mixture was then allowed to cool to ambient temperature and it was stirred overnight. A yellow solid was filtered and recrystallize... Reactants: 1-(3-Dimethylaminopropyl)-3-ethylcarbodiimide 4-hydrochloride, solution, CN (methylamine), BrC1=CC=C(C=C1)CC(=O)O (4-bromophenylacetic acid), O1CCCC1 (tetrahydrofuran). The reagents and catalysts are CN(C1=CC=NC=C1)C (4-dimethylaminopyridine). The solvent is ClCCl (dichloromethane). Conditions: time 8 hour. The product is BrC=1C=C(C=CC1)CC(=O)NC (2-(3-Bromophenyl)-N-methyl-acetamide), solid. Reaction SMILES: [CH3:1][NH2:2].[Br:3][C:4]1C=C[C:7](CC(O)=O)=[CH:6][CH:5]=1.[O:14]1[CH2:18][CH2:17][CH2:16][CH2:15]1>CN(C)C1C=CN=CC=1.ClCCl>[Br:3][C:4]1[CH:15]=[C:16]([CH2:17][C:18]([NH:2][CH3:1])=[O:14])[CH:7]=[CH:6][CH:5]=1. Reported procedure: 1-(3-Dimethylaminopropyl)-3-ethylcarbodiimide 4-hydrochloride (8.88 g), 4-dimethylaminopyridine (5.67 g) and a 2M solution of methylamine in tetrahydrofuran (23 ml) were added to a solution of 4-bromophenylacetic acid (5.0 g) in dichloromethane (100 ml). The mixture was stirred overnight at room temperature. The reaction mixture was washed with 2M hydrochloric acid (3×100 ml), the organic layer was dried over anhydrous magnesium sulfate, filtered and concentrated. The sub-title compound was obta... Reactants: O=c1c2ccc(F)cc2nc(CCl)n1-c1ccccc1Cl, [K+], [K+], Nc1ncnc2[nH]cnc12, O=C([O-])[O-], CN(C)C=O. The product is Nc1ncnc2c1ncn2Cc1nc2cc(F)ccc2c(=O)n1-c1ccccc1Cl. RXN SMILES: [Cl:1][CH2:2][c:3]1[n:4][c:5]2[cH:6][c:7]([F:21])[cH:8][cH:9][c:10]2[c:11](=[O:20])[n:12]1-[c:13]1[c:14]([Cl:19])[cH:15][cH:16][cH:17][cH:18]1.[K+:32].[K+:33].[NH2:22][c:23]1[n:24][cH:25][n:26][c:27]2[nH:28][cH:29][n:30][c:31]12.[O-:34][C:35]([O-:36])=[O:37].[O:38]=[CH:39][N:40]([CH3:41])[CH3:42]>>[CH2:2]([c:3]1[n:4][c:5]2[cH:6][c:7]([F:21])[cH:8][cH:9][c:10]2[c:11](=[O:20])[n:12]1-[c:13]1[c:14]([Cl:19])[cH:15][cH:16][cH:17][cH:18]1)[n:28]1[c:27]2[n:26][cH:25][n:24][c:23]([NH2:22])[c:31]2[n:30][cH:29]1. Starting materials: CC1(C)Cc2cccc(S(=O)(=O)N=C=O)c2O1, Cc1cc(C)nc(N)n1, C1CCOC1. Product: Cc1cc(C)nc(NC(=O)NS(=O)(=O)c2cccc3c2OC(C)(C)C3)n1. Reaction SMILES: [CH3:10][C:11]1([CH3:26])[O:12][c:13]2[c:14]([cH:16][cH:17][cH:18][c:19]2[S:20](=[O:21])(=[O:22])[N:23]=[C:24]=[O:25])[CH2:15]1.[NH2:1][c:2]1[n:3][c:4]([CH3:9])[cH:5][c:6]([CH3:8])[n:7]1.[O:27]1[CH2:28][CH2:29][CH2:30][CH2:31]1>>[NH:1]([c:2]1[n:3][c:4]([CH3:9])[cH:5][c:6]([CH3:8])[n:7]1)[C:24]([NH:23][S:20]([c:19]1[c:13]2[c:14]([cH:16][cH:17][cH:18]1)[CH2:15][C:11]([CH3:10])([CH3:26])[O:12]2)(=[O:21])=[O:22])=[O:25].